From a dataset of the Open Reaction Database (ORD), a public repository of structured organic reaction records. describe an organic reaction: reactants, conditions, products, and yield Reactants: COC(=O)C(C)(C)CC(=O)c1ccc(Br)cc1, O=C([O-])[O-], CC(=O)[O-], CC(=O)[O-], CC(=O)[O-], CN(C)C=O, [Cs+], [Cs+], O=CNc1ccc(I)cc1F, [K+], O, [Pd+2], c1ccc(P(c2ccccc2)(c2ccccc2)[Pd](P(c2ccccc2)(c2ccccc2)c2ccccc2)(P(c2ccccc2)(c2ccccc2)c2ccccc2)P(c2ccccc2)(c2ccccc2)c2ccccc2)cc1. Yields the product COC(=O)C(C)(C)CC(=O)c1ccc(-c2ccc(NC=O)c(F)c2)cc1. RXN SMILES: [Br:17][c:18]1[cH:19][cH:20][c:21]([C:24]([CH2:25][C:26]([C:27](=[O:28])[O:29][CH3:30])([CH3:31])[CH3:32])=[O:33])[cH:22][cH:23]1.[C:34](=[O:35])([O-:36])[O-:37].[C:45]([O-:46])(=[O:47])[CH3:48].[C:50]([O-:51])(=[O:52])[CH3:53].[CH3:13][C:14](=[O:15])[O-:16].[CH3:40][N:41]([CH3:42])[CH:43]=[O:44].[Cs+:38].[Cs+:39].[F:1][c:2]1[c:3]([NH:9][CH:10]=[O:11])[cH:4][cH:5][c:6]([I:8])[cH:7]1.[K+:12].[OH2:131].[Pd+2:49].[cH:54]1[cH:55][cH:56][c:57]([P:58]([Pd:59]([P:60]([c:61]2[cH:62][cH:63][cH:64][cH:65][cH:66]2)([c:67]2[cH:68][cH:69][cH:70][cH:71][cH:72]2)[c:73]2[cH:74][cH:75][cH:76][cH:77][cH:78]2)([P:79]([c:80]2[cH:81][cH:82][cH:83][cH:84][cH:85]2)([c:86]2[cH:87][cH:88][cH:89][cH:90][cH:91]2)[c:92]2[cH:93][cH:94][cH:95][cH:96][cH:97]2)[P:98]([c:99]2[cH:100][cH:101][cH:102][cH:103][cH:104]2)([c:105]2[cH:106][cH:107][cH:108][cH:109][cH:110]2)[c:111]2[cH:112][cH:113][cH:114][cH:115][cH:116]2)([c:117]2[cH:118][cH:119][cH:120][cH:121][cH:122]2)[c:123]2[cH:124][cH:125][cH:126][cH:127][cH:128]2)[cH:129][cH:130]1>>[F:1][c:2]1[c:3]([NH:9][CH:10]=[O:11])[cH:4][cH:5][c:6](-[c:18]2[cH:19][cH:20][c:21]([C:24]([CH2:25][C:26]([C:27](=[O:28])[O:29][CH3:30])([CH3:31])[CH3:32])=[O:33])[cH:22][cH:23]2)[cH:7]1. The reactants are C(CCCCCCCCCC)C=1C=C(C=CC1)O (3-undecylphenol), [H-].[Na+] (sodium hydride), ClC(C(=O)OCC)C(CC)=O (ethyl 2-chloro-3-oxopentanoate). Solvent: C1(=CC=CC=C1)C (toluene), O (water), C(C)(=O)O (acetic acid). Run at time 20 minute. Yields the product C(CCCCCCCCCC)C=1C=C(OC(C(=O)OCC)C(CC)=O)C=CC1 (ethyl 2-(3-undecylphenoxy)-3-oxopentanoate). The yield is 81.4%. As a reaction SMILES: [CH2:1]([C:12]1[CH:13]=[C:14]([OH:18])[CH:15]=[CH:16][CH:17]=1)[CH2:2][CH2:3][CH2:4][CH2:5][CH2:6][CH2:7][CH2:8][CH2:9][CH2:10][CH3:11].[H-].[Na+].Cl[CH:22]([C:28](=[O:31])[CH2:29][CH3:30])[C:23]([O:25][CH2:26][CH3:27])=[O:24]>C1(C)C=CC=CC=1.O.C(O)(=O)C>[CH2:1]([C:12]1[CH:13]=[C:14]([CH:15]=[CH:16][CH:17]=1)[O:18][CH:22]([C:28](=[O:31])[CH2:29][CH3:30])[C:23]([O:25][CH2:26][CH3:27])=[O:24])[CH2:2][CH2:3][CH2:4][CH2:5][CH2:6][CH2:7][CH2:8][CH2:9][CH2:10][CH3:11] |f:1.2|. Procedure: A mixture of 7.0 grams (0.028 mole) of 3-undecylphenol (prepared in Steps A-C of this Example) and 1.1 grams (0.028 mole) of 60% sodium hydride (in mineral oil) in 100 mL of toluene was stirred for about 20 minutes, and 4.2 grams (0.028 mole) of ethyl 2-chloro-3-oxopentanoate (prepared in Step D of this example) was added dropwise during about a 12 minute period. Upon completion of addition, the reaction mixture was heated to reflux, where it was stirred for about 6.5 hours. After this time, the... The reactants are CCOC(=O)c1cc(Br)c(=O)[nH]c1C(F)(F)F, Cl. Yields the product O=C(O)c1cc(Br)c(=O)[nH]c1C(F)(F)F. As a reaction SMILES: [Br:1][c:2]1[cH:3][c:4]([C:13](=[O:14])[O:15][CH2:16][CH3:17])[c:5]([C:9]([F:10])([F:11])[F:12])[nH:6][c:7]1=[O:8].[ClH:18]>>[Br:1][c:2]1[cH:3][c:4]([C:13](=[O:14])[OH:15])[c:5]([C:9]([F:10])([F:11])[F:12])[nH:6][c:7]1=[O:8]. Starting materials: C1CCOC1, CC(C)[N-]C(C)C, CCn1cnc2c(N3CCOCC3C)nc(Cl)nc21, ClCCI, [Li+]. Product: CCn1c(I)nc2c(N3CCOCC3C)nc(Cl)nc21. RXN SMILES: [CH2:32]1[O:33][CH2:34][CH2:35][CH2:36]1.[CH:20]([N-:21][CH:22]([CH3:23])[CH3:24])([CH3:25])[CH3:26].[Cl:1][c:2]1[n:3][c:4]([N:13]2[CH:14]([CH3:19])[CH2:15][O:16][CH2:17][CH2:18]2)[c:5]2[n:6][cH:7][n:8]([CH2:11][CH3:12])[c:9]2[n:10]1.[Cl:28][CH2:29][CH2:30][I:31].[Li+:27]>>[Cl:1][c:2]1[n:3][c:4]([N:13]2[CH:14]([CH3:19])[CH2:15][O:16][CH2:17][CH2:18]2)[c:5]2[n:6][c:7]([I:31])[n:8]([CH2:11][CH3:12])[c:9]2[n:10]1. Starting materials: COC(=O)[C@H]1C[C@@H](N(C(C1)OC)C(=O)OCC1=CC=CC=C1)C(=O)OC(C)(C)C ((2R,4S)-6-methoxy-piperidine-1,2,4-tricarboxylic acid 1-benzyl ester 2-tert-butyl ester 4-methyl ester), [H][H] (hydrogen). Reagents/catalysts: [Pd] (palladium on carbon). Run in C(C)O (ethanol). Yields the product COC(=O)[C@H]1C[C@@H](NCC1)C(=O)OC(C)(C)C ((2R,4R)-piperidine-2,4-dicarboxylic acid 2-tert-butyl ester 4-methyl ester). RXN SMILES: [CH3:1][O:2][C:3]([C@@H:5]1[CH2:10][CH:9](OC)[N:8](C(OCC2C=CC=CC=2)=O)[C@@H:7]([C:23]([O:25][C:26]([CH3:29])([CH3:28])[CH3:27])=[O:24])[CH2:6]1)=[O:4].[H][H]>[Pd].C(O)C>[CH3:1][O:2][C:3]([C@@H:5]1[CH2:10][CH2:9][NH:8][C@@H:7]([C:23]([O:25][C:26]([CH3:29])([CH3:28])[CH3:27])=[O:24])[CH2:6]1)=[O:4]. Procedure details: A mixture of (2R,4S)-6-methoxy-piperidine-1,2,4-tricarboxylic acid 1-benzyl ester 2-tert-butyl ester 4-methyl ester (4.85 g, 11.9 mmol) and 10% palladium on carbon (500 mg) in 100 mL of ethanol was shaken under a 45 psi atmosphere of hydrogen gas for 1.5 hours. The mixture was filtered through nylon and the filtrate was concentrated to provide (2R,4R)-piperidine-2,4-dicarboxylic acid 2-tert-butyl ester 4-methyl ester as light yellow oil, which was used in the subsequent step without further puri... Starting materials: Br, COC(=O)N1CCC(c2cc(=O)[nH]o2)CC1c1ccc(C(F)(F)F)cc1. Yields the product O=c1cc(C2CCNC(c3ccc(C(F)(F)F)cc3)C2)o[nH]1. RXN SMILES: [BrH:27].[O:1]=[c:2]1[nH:3][o:4][c:5]([CH:7]2[CH2:8][CH:9]([c:17]3[cH:18][cH:19][c:20]([C:23]([F:24])([F:25])[F:26])[cH:21][cH:22]3)[N:10]([C:13]([O:14][CH3:15])=[O:16])[CH2:11][CH2:12]2)[cH:6]1>>[O:1]=[c:2]1[nH:3][o:4][c:5]([CH:7]2[CH2:8][CH:9]([c:17]3[cH:18][cH:19][c:20]([C:23]([F:24])([F:25])[F:26])[cH:21][cH:22]3)[NH:10][CH2:11][CH2:12]2)[cH:6]1. Reactants: C(=O)(OCC1=CC=CC=C1)N[C@H](CCC1=CC=CC=C1)C(O)C=1NC2=C(N1)C=CC=C2 (N-Cbz-(1R)-1-[(RS)-(2-Benzimidazolyl)hydroxymethyl]-3-phenylpropylamine), C(=O)(OC(C)(C)C)N[C@H](CCCNC(=O)OC(C)(C)C)C(=O)O (N,N′-bis-Boc-D-ornithine). Solvent: FC(C(=O)O)(F)F (trifluoroacetic acid). Product: C(=O)(OC(C)(C)C)N(C([C@@H](CCCNC(=O)OC(C)(C)C)N)=O)[C@H](CCC1=CC=CC=C1)C(O)C=1NC2=C(N1)C=CC=C2 (N,N′-Bis-Boc-(2R)-2,5-Diamino-N-[(1R)-1-[(RS)-(2-benzimidazolyl)hydroxymethyl]-3-phenylpropyl]valeramide). Reaction SMILES: [C:1]([NH:11][C@@H:12]([CH:21]([C:23]1[NH:24][C:25]2[CH:31]=[CH:30][CH:29]=[CH:28][C:26]=2[N:27]=1)[OH:22])[CH2:13][CH2:14][C:15]1[CH:20]=[CH:19][CH:18]=[CH:17][CH:16]=1)([O:3]CC1C=CC=CC=1)=[O:2].C([NH:39][C@@H:40]([C:52]([OH:54])=O)[CH2:41][CH2:42][CH2:43][NH:44][C:45]([O:47][C:48]([CH3:51])([CH3:50])[CH3:49])=[O:46])(OC(C)(C)C)=O>FC(F)(F)C(O)=O>[C:1]([N:11]([C@@H:12]([CH:21]([C:23]1[NH:27][C:26]2[CH:28]=[CH:29][CH:30]=[CH:31][C:25]=2[N:24]=1)[OH:22])[CH2:13][CH2:14][C:15]1[CH:20]=[CH:19][CH:18]=[CH:17][CH:16]=1)[C:52](=[O:54])[C@H:40]([NH2:39])[CH2:41][CH2:42][CH2:43][NH:44][C:45]([O:47][C:48]([CH3:49])([CH3:50])[CH3:51])=[O:46])([O:3][C:15]([CH3:20])([CH3:16])[CH3:14])=[O:2]. Procedure details: N-Cbz-(1R)-1-[(RS)-(2-Benzimidazolyl)hydroxymethyl]-3-phenylpropylamine (581 mg) is deprotected in trifluoroacetic acid, and the residue is coupled to N,N′-bis-Boc-D-ornithine to afford the title compound (110 mg): mass spectrum (ES+) m/e 596.3 (M+1); 1H NMR (400 MHz, CDCl3, 3:2 mixture of diastereomers) δ 1.46 (m, 9H), 1.42 (s, 9H), 1.58 (m, 4H), 2.02 (m, 2H), 2.63 (m, 2H), 2.82 (m, 2H), 3.18 (m, 1H), 4.16 (m, 1H), 4.49 (m, 1H), 5.17 (m, 1H), 5.42 (m, 1H), 7.03-7.23 (m, 8H), and 7.57 (m, 1H). Starting materials: C(C1=CC=CC=C1)OC1=CC=C2C(=N1)N(C(=N2)COC2=CC=C(CC1C(N(C(S1)=O)C(C1=CC=CC=C1)(C1=CC=CC=C1)C1=CC=CC=C1)=O)C=C2)C (5-{4-(5-benzyloxy-3-methylimidazo[5,4-b]pyridin-2-ylmethoxy)benzyl}-3-triphenylmethylthiazolidine-2,4-dione). The reagents and catalysts are [Pd] (palladium-on-charcoal). Solvent: CO (methanol). Yields the product OC1=CC=C2C(=N1)N(C(=N2)COC2=CC=C(CC1C(NC(S1)=O)=O)C=C2)C (5-{4-(5-Hydroxy-3-methylimidazo[5,4-b]pyridin-2-ylmethoxy)benzyl}thiazolidine-2,4-dione). Isolated yield 15.5%. As a reaction SMILES: C([O:8][C:9]1[N:14]=[C:13]2[N:15]([CH3:53])[C:16]([CH2:18][O:19][C:20]3[CH:52]=[CH:51][C:23]([CH2:24][CH:25]4[S:29][C:28](=[O:30])[N:27](C(C5C=CC=CC=5)(C5C=CC=CC=5)C5C=CC=CC=5)[C:26]4=[O:50])=[CH:22][CH:21]=3)=[N:17][C:12]2=[CH:11][CH:10]=1)C1C=CC=CC=1>[Pd].CO>[OH:8][C:9]1[N:14]=[C:13]2[N:15]([CH3:53])[C:16]([CH2:18][O:19][C:20]3[CH:52]=[CH:51][C:23]([CH2:24][CH:25]4[S:29][C:28](=[O:30])[NH:27][C:26]4=[O:50])=[CH:22][CH:21]=3)=[N:17][C:12]2=[CH:11][CH:10]=1. Reported procedure: A procedure similar to that described in Example 6 was repeated, except that 1.20 g of 5-{4-(5-benzyloxy-3-methylimidazo[5,4-b]pyridin-2-ylmethoxy)benzyl}-3-triphenylmethylthiazolidine-2,4-dione (prepared as described in Preparation 95), 1.80 g of 10% w/w palladium-on-charcoal and 50 ml of methanol were used, and that the product was purified by column chromatography through silica gel, using a gradient elution method, with mixtures of ethyl acetate and methanol in ratios ranging from 1:0 to 10:... Starting materials: O=C([O-])[O-], CCOC(C)=O, CCOCC, Cl, [K+], [K+], COC(=O)CCC(C(N)=O)N1Cc2c(OCc3ccc(CN4C(C)COCC4C)cc3)cccc2C1=O, CN(C)C=O. The product is Cl, CC1COCC(C)N1Cc1ccc(COc2cccc3c2CN(C2CCC(=O)NC2=O)C3=O)cc1. Reaction SMILES: [C:38](=[O:39])([O-:40])[O-:41].[CH3:50][CH2:51][O:52][C:53]([CH3:54])=[O:55].[CH3:56][CH2:57][O:58][CH2:59][CH3:60].[ClH:44].[K+:42].[K+:43].[NH2:1][C:2]([CH:3]([CH2:4][CH2:5][C:6]([O:8][CH3:7])=[O:9])[N:10]1[C:11](=[O:36])[c:12]2[cH:13][cH:14][cH:15][c:16]([O:19][CH2:20][c:21]3[cH:22][cH:23][c:24]([CH2:27][N:28]4[CH:29]([CH3:35])[CH2:30][O:31][CH2:32][CH:33]4[CH3:34])[cH:25][cH:26]3)[c:17]2[CH2:18]1)=[O:37].[O:45]=[CH:46][N:47]([CH3:48])[CH3:49]>>[ClH:44].[NH:1]1[C:2](=[O:37])[CH:3]([N:10]2[C:11](=[O:36])[c:12]3[cH:13][cH:14][cH:15][c:16]([O:19][CH2:20][c:21]4[cH:22][cH:23][c:24]([CH2:27][N:28]5[CH:29]([CH3:35])[CH2:30][O:31][CH2:32][CH:33]5[CH3:34])[cH:25][cH:26]4)[c:17]3[CH2:18]2)[CH2:4][CH2:5][C:6]1=[O:8].